From a dataset of the Open Reaction Database (ORD), a public repository of structured organic reaction records. describe an organic reaction: reactants, conditions, products, and yield Reactants: O (water), C1(=CC=CC=C1)[Mg]Br (phenylmagnesium bromide), C[Si](OC1=CC=C(C=C1)C(C#N)O[Si](C)(C)C)(C)C (4-trimethylsilyloxy-α-trimethylsilyloxyphenylacetonitrile). Run in C(C)OCC (diethyl ether), C(C)OCC (diethyl ether). Yields the product OC1=CC=C(C=C1)C(=O)C(O)C1=CC=CC=C1 (4-hydroxybenzoin). Reaction SMILES: [C:1]1([Mg]Br)[CH:6]=[CH:5][CH:4]=[CH:3][CH:2]=1.C[Si](C)(C)[O:11][C:12]1[CH:17]=[CH:16][C:15]([CH:18]([O:21][Si](C)(C)C)[C:19]#N)=[CH:14][CH:13]=1.[OH2:28]>C(OCC)C>[OH:11][C:12]1[CH:17]=[CH:16][C:15]([C:18]([CH:19]([C:1]2[CH:6]=[CH:5][CH:4]=[CH:3][CH:2]=2)[OH:28])=[O:21])=[CH:14][CH:13]=1. Reported procedure: Following the method of Krepski et al., Tetrahedron Lett., 1983, 24, 4075-78, 185 mL of a 3.0 M phenylmagnesium bromide solution in diethyl ether (Aldrich) was added to a stirred solution of 143 g (0.49 mol) 4-trimethylsilyloxy-α-trimethylsilyloxyphenylacetonitrile from Example 54 in 1.0 L diethyl ether at 0° C. When addition was complete, the solution was allowed to stand at room temperature overnight before 50 mL water was added slowly. The reactants are BrC=1C=NC(=NC1)I (5-Bromo-2-iodopyrimidine), C([O-])([O-])=O.[Na+].[Na+] (sodium carbonate), O (water), FC1=C(C=CC(=C1F)OCCCCCCCC)B(O)O (2,3-difluoro-4-octyloxyphenylboronic acid). Reagents/catalysts: C=1C=CC(=CC1)[P](C=2C=CC=CC2)(C=3C=CC=CC3)[Pd]([P](C=4C=CC=CC4)(C=5C=CC=CC5)C=6C=CC=CC6)([P](C=7C=CC=CC7)(C=8C=CC=CC8)C=9C=CC=CC9)[P](C=1C=CC=CC1)(C=1C=CC=CC1)C=1C=CC=CC1 (tetrakis(triphenylphosphine)palladium). The solvent is COCCOC (DME), COCCOC (DME). Yields the product FC1=C(C=CC(=C1F)OCCCCCCCC)C1=NC=C(C=N1)Br (2-(2',3'-Difluoro-4'-octyloxyphenyl)-5-bromopyrimidine). Yield: 55.5%. As a reaction SMILES: [Br:1][C:2]1[CH:3]=[N:4][C:5](I)=[N:6][CH:7]=1.C(=O)([O-])[O-].[Na+].[Na+].[F:15][C:16]1[C:21]([F:22])=[C:20]([O:23][CH2:24][CH2:25][CH2:26][CH2:27][CH2:28][CH2:29][CH2:30][CH3:31])[CH:19]=[CH:18][C:17]=1B(O)O.O>COCCOC.C1C=CC([P]([Pd]([P](C2C=CC=CC=2)(C2C=CC=CC=2)C2C=CC=CC=2)([P](C2C=CC=CC=2)(C2C=CC=CC=2)C2C=CC=CC=2)[P](C2C=CC=CC=2)(C2C=CC=CC=2)C2C=CC=CC=2)(C2C=CC=CC=2)C2C=CC=CC=2)=CC=1>[F:15][C:16]1[C:21]([F:22])=[C:20]([O:23][CH2:24][CH2:25][CH2:26][CH2:27][CH2:28][CH2:29][CH2:30][CH3:31])[CH:19]=[CH:18][C:17]=1[C:5]1[N:4]=[CH:3][C:2]([Br:1])=[CH:7][N:6]=1 |f:1.2.3,^1:45,47,66,85|. Procedure details: --To a degassed mixture of 5-bromo-2-iodopyrimidine 2 (4.0 g, 14.0 mmol), tetrakis(triphenylphosphine)palladium (323 mg, 0.28 mmol), DME (30 ml), and aqueous 2M sodium carbonate (50 ml) was added 2,3-difluoro-4-octyloxyphenylboronic acid 3 (4.42 g, 15.4 mmol) dropwise in DME (10 ml) under an atmosphere of nitrogen. The mixture was heated under reflux overnight; water was added to the mixture and the organic layer was separated. The aqueous layer was extracted with ethyl acetate (twice) and the c... Starting materials: ClC1=CC(=C(CN2N=CC3=CC(=CC=C23)\C=C/2\C(NC(S2)=O)=O)C=C1)C(F)(F)F ((5Z)-5-({1-[4-chloro-2-(trifluoromethyl)benzyl]-1H-indazol-5-yl}methylidene)-2,4-dioxo-1,3-thiazolidine), OCCN1C(OCC1)=O (3-(2-hydroxyethyl)1,3-oxazolidin-2-one). Yields the product ClC1=CC(=C(CN2N=CC3=CC(=CC=C23)\C=C/2\C(N(C(S2)=O)CCN2C(OCC2)=O)=O)C=C1)C(F)(F)F ((5Z)-5-({1-[4-Chloro-2-(trifluoromethyl)benzyl]-1H-indazol-5-yl}methylidene)-3-[2-(2-oxo-1,3-oxazolidin-3-yl)ethyl]-1,3-thiazolidine-2,4-dione). RXN SMILES: [Cl:1][C:2]1[CH:25]=[CH:24][C:5]([CH2:6][N:7]2[C:15]3[C:10](=[CH:11][C:12](/[CH:16]=[C:17]4/[C:18](=[O:23])[NH:19][C:20](=[O:22])[S:21]/4)=[CH:13][CH:14]=3)[CH:9]=[N:8]2)=[C:4]([C:26]([F:29])([F:28])[F:27])[CH:3]=1.O[CH2:31][CH2:32][N:33]1[CH2:37][CH2:36][O:35][C:34]1=[O:38]>>[Cl:1][C:2]1[CH:25]=[CH:24][C:5]([CH2:6][N:7]2[C:15]3[C:10](=[CH:11][C:12](/[CH:16]=[C:17]4/[C:18](=[O:23])[N:19]([CH2:31][CH2:32][N:33]5[CH2:37][CH2:36][O:35][C:34]5=[O:38])[C:20](=[O:22])[S:21]/4)=[CH:13][CH:14]=3)[CH:9]=[N:8]2)=[C:4]([C:26]([F:27])([F:29])[F:28])[CH:3]=1. Procedure details: (5Z)-5-({1-[4-Chloro-2-(trifluoromethyl)benzyl]-1H-indazol-5-yl}methylidene)-3-[2-(2-oxo-1,3-oxazolidin-3-yl)ethyl]-1,3-thiazolidine-2,4-dione was prepared from [(5Z)-5-({1-[4-chloro-2-(trifluoromethyl)benzyl]-1H-indazol-5-yl}methylidene)-2,4-dioxo-1,3-thiazolidine (from Example 1) and 3-(2-hydroxyethyl)1,3-oxazolidin-2-one following General Procedure J. Starting materials: C1(=CC=CC=C1)C1=NCCC2=CC=CC=C12 (1-phenyl-3,4-dihydroisoquinoline), C(C1=CC=CC=C1)Br (benzyl bromide). Solvent: C(C)#N (acetonitrile). Yields the product [Br-].C1(=CC=CC=C1)C1=[N+](CCC2=CC=CC=C12)CC1=CC=CC=C1 (1-phenyl-2-benzyl-3,4-dihydroisoquinolinium bromide). RXN SMILES: [C:1]1([C:7]2[C:16]3[C:11](=[CH:12][CH:13]=[CH:14][CH:15]=3)[CH2:10][CH2:9][N:8]=2)[CH:6]=[CH:5][CH:4]=[CH:3][CH:2]=1.[CH2:17]([Br:24])[C:18]1[CH:23]=[CH:22][CH:21]=[CH:20][CH:19]=1>C(#N)C>[Br-:24].[C:1]1([C:7]2[C:16]3[C:11](=[CH:12][CH:13]=[CH:14][CH:15]=3)[CH2:10][CH2:9][N+:8]=2[CH2:17][C:18]2[CH:23]=[CH:22][CH:21]=[CH:20][CH:19]=2)[CH:2]=[CH:3][CH:4]=[CH:5][CH:6]=1 |f:3.4|. Reported procedure: The mixture of 1-phenyl-3,4-dihydroisoquinoline (292.0 g) and benzyl bromide (176 ml) in acetonitrile (3 l) was refluxed for 1 hour. After cooling the mixture to room temperature, the solvent was evaporated in vacuo. The residue was triturated with diethyl ether (1 l) to give 1-phenyl-2-benzyl-3,4-dihydroisoquinolinium bromide (471.2 g).